This data is from the Open Reaction Database (ORD), a public repository of structured organic reaction records. The task is: describe an organic reaction: reactants, conditions, products, and yield Reactants: C(C)(C)(C)OC(=O)N1C(OC(C1CC1=CC=CC=C1)CC1C(CC(CC1)=O)C(NC(C)(C)C)=O)(C)C (4-benzyl-5-(2-tert-butylcarbamoyl-4-oxo-cyclohexylmethyl)-2,2-dimethyl-oxazolidine-3-carboxylic acid tert-butyl ester), [Cl-].[Ce+3].[Cl-].[Cl-] (cerium chloride), [BH4-].[Na+] (sodium borohydride). Solvent: CO (methanol). Run at time 30 minute. The product is C(C)(C)(C)OC(=O)N1C(OC(C1CC1=CC=CC=C1)CC1C(CC(CC1)O)C(NC(C)(C)C)=O)(C)C (4-benzyl-5-(2-tert-butylcarbamoyl-4-hydroxy-cyclohexylmethyl)-2,2-dimethyl-oxazolidine-3-carboxylic acid tert-butyl ester). Isolated yield 77.8%. As a reaction SMILES: [C:1]([O:5][C:6]([N:8]1[CH:12]([CH2:13][C:14]2[CH:19]=[CH:18][CH:17]=[CH:16][CH:15]=2)[CH:11]([CH2:20][CH:21]2[CH2:26][CH2:25][C:24](=[O:27])[CH2:23][CH:22]2[C:28](=[O:34])[NH:29][C:30]([CH3:33])([CH3:32])[CH3:31])[O:10][C:9]1([CH3:36])[CH3:35])=[O:7])([CH3:4])([CH3:3])[CH3:2].[Cl-].[Ce+3].[Cl-].[Cl-].[BH4-].[Na+]>CO>[C:1]([O:5][C:6]([N:8]1[CH:12]([CH2:13][C:14]2[CH:19]=[CH:18][CH:17]=[CH:16][CH:15]=2)[CH:11]([CH2:20][CH:21]2[CH2:26][CH2:25][CH:24]([OH:27])[CH2:23][CH:22]2[C:28](=[O:34])[NH:29][C:30]([CH3:33])([CH3:32])[CH3:31])[O:10][C:9]1([CH3:36])[CH3:35])=[O:7])([CH3:3])([CH3:4])[CH3:2] |f:1.2.3.4,5.6|. Procedure: A solution of 4-benzyl-5-(2-tert-butylcarbamoyl-4-oxo-cyclohexylmethyl)-2,2-dimethyl-oxazolidine-3-carboxylic acid tert-butyl ester (1.1 g, 2.2 mmol) in dry methanol (20 ml) was stirred at room temperature under nitrogen during the addition of cerium chloride (1.8 g, 4.84 mmol). The resulting mixture was stirred at room temperature for 30 minutes, then cooled to −78° C. and treated with sodium borohydride (183 mg, 4.84 mmol). The resulting suspension was allowed to warm to 0° C. over 90 min, the... Starting materials: CCOC(=O)C(C)(C)Sc1cnc(N)s1, CC1CCC(N(CCc2ccccc2)C(=O)Nc2ncc(SC(C)(C)C(=O)O)s2)CC1, Fc1cccc(CCBr)c1. The product is CC1CCC(N(CCc2cccc(F)c2)C(=O)Nc2ncc(SC(C)(C)C(=O)O)s2)CC1. Reaction SMILES: [CH2:42]([O:43][C:44](=[O:45])[C:46]([S:47][c:48]1[s:49][c:50]([NH2:51])[n:52][cH:53]1)([CH3:54])[CH3:55])[CH3:56].[CH3:1][C:2]([C:3](=[O:4])[OH:5])([CH3:6])[S:7][c:8]1[cH:9][n:10][c:11]([NH:13][C:14](=[O:15])[N:16]([CH2:17][CH2:18][c:19]2[cH:20][cH:21][cH:22][cH:23][cH:24]2)[CH:25]2[CH2:26][CH2:27][CH:28]([CH3:31])[CH2:29][CH2:30]2)[s:12]1.[F:32][c:33]1[cH:34][c:35]([CH2:36][CH2:37][Br:38])[cH:39][cH:40][cH:41]1>>[CH3:1][C:2]([C:3](=[O:4])[OH:5])([CH3:6])[S:7][c:8]1[cH:9][n:10][c:11]([NH:13][C:14](=[O:15])[N:16]([CH2:17][CH2:18][c:19]2[cH:20][c:21]([F:32])[cH:22][cH:23][cH:24]2)[CH:25]2[CH2:26][CH2:27][CH:28]([CH3:31])[CH2:29][CH2:30]2)[s:12]1. Reactants: COc1cc2nccc(Oc3ccc4c(C(=O)O)cccc4c3)c2cc1OC, CCN=C=NCCCN(C)C, CN(C)CCN, CCN(C(C)C)C(C)C, Cl, CN(C)C=O. Product: COc1cc2nccc(Oc3ccc4c(C(=O)NCCN(C)C)cccc4c3)c2cc1OC. As a reaction SMILES: [CH3:1][O:2][c:3]1[cH:4][c:5]2[c:6]([O:15][c:16]3[cH:17][c:18]4[cH:19][cH:20][cH:21][c:22]([C:26](=[O:27])[OH:28])[c:23]4[cH:24][cH:25]3)[cH:7][cH:8][n:9][c:10]2[cH:11][c:12]1[O:13][CH3:14].[CH3:30][N:31]([CH3:32])[CH2:33][CH2:34][CH2:35][N:36]=[C:37]=[N:38][CH2:39][CH3:40].[CH3:41][N:42]([CH2:43][CH2:44][NH2:45])[CH3:46].[CH:47]([N:48]([CH2:49][CH3:50])[CH:51]([CH3:52])[CH3:53])([CH3:54])[CH3:55].[ClH:29].[O:56]=[CH:57][N:58]([CH3:59])[CH3:60]>>[CH3:1][O:2][c:3]1[cH:4][c:5]2[c:6]([O:15][c:16]3[cH:17][c:18]4[cH:19][cH:20][cH:21][c:22]([C:26](=[O:28])[NH:45][CH2:44][CH2:43][N:42]([CH3:41])[CH3:46])[c:23]4[cH:24][cH:25]3)[cH:7][cH:8][n:9][c:10]2[cH:11][c:12]1[O:13][CH3:14]. Starting materials: ClCCCCCBr, CC(C)=O, [Na+], [OH-], O, COCOc1ccc(C2COc3cc(OCOC)ccc3C2(O)c2ccc(O)cc2)cc1. Yields the product COCOc1ccc(C2COc3cc(OCOC)ccc3C2(O)c2ccc(OCCCCCCl)cc2)cc1. RXN SMILES: [Br:33][CH2:34][CH2:35][CH2:36][CH2:37][CH2:38][Cl:39].[CH3:43][C:44](=[O:45])[CH3:46].[Na+:41].[OH-:40].[OH2:42].[OH:1][c:2]1[cH:3][cH:4][c:5]([C:8]2([OH:32])[CH:9]([c:22]3[cH:23][cH:24][c:25]([O:28][CH2:29][O:30][CH3:31])[cH:26][cH:27]3)[CH2:10][O:11][c:12]3[c:13]2[cH:14][cH:15][c:16]([O:18][CH2:19][O:20][CH3:21])[cH:17]3)[cH:6][cH:7]1>>[O:1]([c:2]1[cH:3][cH:4][c:5]([C:8]2([OH:32])[CH:9]([c:22]3[cH:23][cH:24][c:25]([O:28][CH2:29][O:30][CH3:31])[cH:26][cH:27]3)[CH2:10][O:11][c:12]3[c:13]2[cH:14][cH:15][c:16]([O:18][CH2:19][O:20][CH3:21])[cH:17]3)[cH:6][cH:7]1)[CH2:34][CH2:35][CH2:36][CH2:37][CH2:38][Cl:39]. Starting materials: ClC(=O)N1C2=C(NC(C3=C1C=CC=C3)=O)C=CC=N2 (11-(chlorocarbonyl)-5,11-dihydro-6H-pyrido[2,3-b][1,4]benzodiazepin-6-one), C(C)N(CCC1CNCC1)CC (3-[2-(diethylamino)ethyl]pyrrolidine). The solvent is C(C)(=O)OCC.CO (ethyl acetate methanol). Yields the product C(C)N(CCC1CN(CC1)C(=O)N1C2=C(NC(C3=C1C=CC=C3)=O)C=CC=N2)CC (11-[[3-[2-(Diethylamino)ethyl]-1-pyrrolidinyl]carbonyl]-5,11-dihydro-6H-pyrido[2,3-b][1,4]benzodiazepin-6-one). Yield: 13.0%. RXN SMILES: Cl[C:2]([N:4]1[C:10]2[CH:11]=[CH:12][CH:13]=[CH:14][C:9]=2[C:8](=[O:15])[NH:7][C:6]2[CH:16]=[CH:17][CH:18]=[N:19][C:5]1=2)=[O:3].[CH2:20]([N:22]([CH2:30][CH3:31])[CH2:23][CH2:24][CH:25]1[CH2:29][CH2:28][NH:27][CH2:26]1)[CH3:21]>C(OCC)(=O)C.CO>[CH2:30]([N:22]([CH2:20][CH3:21])[CH2:23][CH2:24][CH:25]1[CH2:29][CH2:28][N:27]([C:2]([N:4]2[C:10]3[CH:11]=[CH:12][CH:13]=[CH:14][C:9]=3[C:8](=[O:15])[NH:7][C:6]3[CH:16]=[CH:17][CH:18]=[N:19][C:5]2=3)=[O:3])[CH2:26]1)[CH3:31] |f:2.3|. Procedure details: Prepared analogously to Example 4 from 11-(chlorocarbonyl)-5,11-dihydro-6H-pyrido[2,3-b][1,4]benzodiazepin-6-one and 3-[2-(diethylamino)ethyl]pyrrolidine in a yield of 13% of theory. Colourless crystals, m.p. 137°-138° C. (from ethyl acetate/methanol 98/2 v/v). The reactants are C(CC)C1=C(C(=NC(=N1)SC)O)CC1=CC=C(C=C1)C1=C(C=CC=C1)C#N (6-n-propyl-2-methylthio-4-hydroxy-5-[(2'-cyano-4-biphenylyl)methyl]pyrimidine). The reagents and catalysts are [Ni] (Raney nickel). Run in COCCOCCOC (diglyme). Yields the product C(CC)C1=C(C(=NC=N1)O)CC1=CC=C(C=C1)C1=C(C=CC=C1)C#N (6-n-propyl-4-hydroxy-5-[(2'-cyano-4-biphenylyl)methyl]pyrimidine). Yield: 55.8%. Reaction SMILES: [CH2:1]([C:4]1[N:9]=[C:8](SC)[N:7]=[C:6]([OH:12])[C:5]=1[CH2:13][C:14]1[CH:19]=[CH:18][C:17]([C:20]2[CH:25]=[CH:24][CH:23]=[CH:22][C:21]=2[C:26]#[N:27])=[CH:16][CH:15]=1)[CH2:2][CH3:3]>COCCOCCOC.[Ni]>[CH2:1]([C:4]1[N:9]=[CH:8][N:7]=[C:6]([OH:12])[C:5]=1[CH2:13][C:14]1[CH:19]=[CH:18][C:17]([C:20]2[CH:25]=[CH:24][CH:23]=[CH:22][C:21]=2[C:26]#[N:27])=[CH:16][CH:15]=1)[CH2:2][CH3:3]. Procedure details: 29 g of 6-n-propyl-2-methylthio-4-hydroxy-5-[(2'-cyano-4-biphenylyl)methyl]pyrimidine, prepared in Example 101, are dissolved in 250 ml of diglyme, and 60 g of Raney nickel are added. The mixture is heated to reflux for 3 hours. The catalyst is filtered off and washed with ethanol, the filtrate is evaporated under vacuum and the residue is chromatographed on silica gel in a 2:8 acetone/chloroform eluent to give 14.2 g of 6-n-propyl-4-hydroxy-5-[(2'-cyano-4-biphenylyl)methyl]pyrimidine in the for...